This data is from the Open Reaction Database (ORD), a public repository of structured organic reaction records. The task is: describe an organic reaction: reactants, conditions, products, and yield Starting materials: BrC=1C=CC(=C(N)C1)C (5-bromo-2-methylaniline), O.C1(CC1)B(O)O (cyclopropylboronic acid monohydrate), C1(CCCCC1)P(C1CCCCC1)C1CCCCC1 (tricyclohexylphosphine), O.P(=O)([O-])([O-])[O-].[K+].[K+].[K+] (tripotassium phosphate monohydrate). Reagents/catalysts: C(C)(=O)[O-].[Pd+2].C(C)(=O)[O-] (palladium(II) acetate). The solvent is O (water), C1(=CC=CC=C1)C (toluene). Conditions: temperature 100 celsius, time 15 hour. The product is C1(CC1)C=1C=CC(=C(N)C1)C (5-Cyclopropyl-2-methylaniline). Isolated yield 81.0%. As a reaction SMILES: Br[C:2]1[CH:3]=[CH:4][C:5]([CH3:9])=[C:6]([CH:8]=1)[NH2:7].O.[CH:11]1(B(O)O)[CH2:13][CH2:12]1.C1(P(C2CCCCC2)C2CCCCC2)CCCCC1.O.P([O-])([O-])([O-])=O.[K+].[K+].[K+]>C([O-])(=O)C.[Pd+2].C([O-])(=O)C.O.C1(C)C=CC=CC=1>[CH:11]1([C:2]2[CH:3]=[CH:4][C:5]([CH3:9])=[C:6]([CH:8]=2)[NH2:7])[CH2:13][CH2:12]1 |f:1.2,4.5.6.7.8,9.10.11|. Procedure: To a mixture of 5-bromo-2-methylaniline (3.51 g), cyclopropylboronic acid monohydrate (2.55 g), tricyclohexylphosphine (about 0.6 mol/L toluene solution, 3.14 mL), tripotassium phosphate monohydrate (15.2 g), toluene (52.4 mL), and water (5.24 mL) was added palladium(II) acetate (212 mg), and this mixture was stirred at 100° C. for 15 hours. The reaction mixture was left to be cooled, and filtrated through a Celite (registered trademark) pad. The pad was washed with ethyl acetate (100 mL). The f... Reactants: [OH-].[Na+] (NaOH), ClC1=CC=C(C=C1)N1N=C2C=C(C(=CC2=C1C(=O)NC)C1CC1)N(CCCC=C)S(=O)(=O)C (2-(4-Chlorophenyl)-5-cyclopropyl-N-methyl-6-[(methylsulfonyl) (pent-4-en-1-yl)amino]-2H-indazole-3-carboxamide), C(C)(=O)O (acetic acid), C1CC(=O)N(C1=O)Br (NBS). The solvent is O (water), O1CCOCC1 (1,4-dioxane), O (water). Conditions: time 30 minute. The product is ClC1=CC=C(C=C1)N1N=C2C=C(C(=CC2=C1C(=O)NC)C1CC1)N(CCCC1OC1)S(=O)(=O)C (2-(4-chlorophenyl)-5-cyclopropyl-N-methyl-6-{(methylsulfonyl)[3-(oxiran-2-yl)propyl]amino}-2H-indazole-3-carboxamide). The yield is 118.7%. As a reaction SMILES: [Cl:1][C:2]1[CH:7]=[CH:6][C:5]([N:8]2[C:16]([C:17]([NH:19][CH3:20])=[O:18])=[C:15]3[C:10]([CH:11]=[C:12]([N:24]([S:30]([CH3:33])(=[O:32])=[O:31])[CH2:25][CH2:26][CH2:27][CH:28]=[CH2:29])[C:13]([CH:21]4[CH2:23][CH2:22]4)=[CH:14]3)=[N:9]2)=[CH:4][CH:3]=1.C(O)(=[O:36])C.C1C(=O)N(Br)C(=O)C1.[OH-].[Na+]>O1CCOCC1.O>[Cl:1][C:2]1[CH:7]=[CH:6][C:5]([N:8]2[C:16]([C:17]([NH:19][CH3:20])=[O:18])=[C:15]3[C:10]([CH:11]=[C:12]([N:24]([S:30]([CH3:33])(=[O:32])=[O:31])[CH2:25][CH2:26][CH2:27][CH:28]4[CH2:29][O:36]4)[C:13]([CH:21]4[CH2:23][CH2:22]4)=[CH:14]3)=[N:9]2)=[CH:4][CH:3]=1 |f:3.4|. Procedure: To a solution of (i) (156 mg, 0.32 mmol) and acetic acid (37 μL, 0.64 mmol) in anhydrous 1,4-dioxane (15 mL) and water (20 mL) at 0° C. was added NBS (68 mg, 0.13 mmol) in a single portion. The reaction mixture was allowed to warm slowly to room temperature over 1 h 25 min whereupon aq. 1M NaOH solution (3 mL) was added and the reaction followed LCMS analysis. After 30 min, the reaction mixture was diluted with water (10 mL), extracted with EtOAc (3×10 mL) and the combined organics then dried (M... Reactants: CC1=CC(=NC(=C1N)C)N (4,6-dimethyl-2,5-pyridinediamine), C(C)(=O)O (acetic acid), ClCC(=O)Cl (2-chloroacetyl chloride). Run in CC1=CC=CC=C1 (methylbenzene), C([O-])([O-])=O.[Na+].[Na+] (sodium carbonate). Conditions: time 8 hour. Product: NC1=CC(=C(C(=N1)C)NC(CCl)=O)C (N-(6-amino-2,4-dimethyl-3-pyridinyl)-2-chloroacetamide). The yield is 50.7%. As a reaction SMILES: [CH3:1][C:2]1[C:7]([NH2:8])=[C:6]([CH3:9])[N:5]=[C:4]([NH2:10])[CH:3]=1.C(O)(=O)C.[Cl:15][CH2:16][C:17](Cl)=[O:18]>CC1C=CC=CC=1.C(=O)([O-])[O-].[Na+].[Na+]>[NH2:10][C:4]1[N:5]=[C:6]([CH3:9])[C:7]([NH:8][C:17](=[O:18])[CH2:16][Cl:15])=[C:2]([CH3:1])[CH:3]=1 |f:4.5.6|. Procedure: To a stirred solution of 3.3 parts of 4,6-dimethyl-2,5-pyridinediamine in 30 parts of acetic acid were added 4.7 parts of 2-chloroacetyl chloride at room temperature. The reaction mixture was stirred overnight at room temperature. The reaction mixture was diluted with methylbenzene and neutralised with sodium carbonate. The reaction mixture was filtered over diatomaceous earth and the filtrate was evaporated, yielding 2.6 parts (50.7%) of N-(6-amino-2,4-dimethyl-3-pyridinyl)-2-chloroacetamide as... Reactants: BrCC1CC1, O=C([O-])[O-], COC(=O)c1ccc(O)c(C#N)c1, CN(C)C=O, [K+], [K+]. The product is COC(=O)c1ccc(OCC2CC2)c(C#N)c1. Reaction SMILES: [Br:14][CH2:15][CH:16]1[CH2:17][CH2:18]1.[C:19](=[O:20])([O-:21])[O-:22].[C:1](#[N:2])[c:3]1[cH:4][c:5]([C:6](=[O:7])[O:8][CH3:9])[cH:10][cH:11][c:12]1[OH:13].[CH3:25][N:26]([CH3:27])[CH:28]=[O:29].[K+:23].[K+:24]>>[C:1](#[N:2])[c:3]1[cH:4][c:5]([C:6](=[O:7])[O:8][CH3:9])[cH:10][cH:11][c:12]1[O:13][CH2:15][CH:16]1[CH2:17][CH2:18]1.